Dataset: the Open Reaction Database (ORD), a public repository of structured organic reaction records. Task: describe an organic reaction: reactants, conditions, products, and yield Yields the product CCC[SiH]1CCC(CCC2CCC(c3ccc(-c4ccc(Cl)cc4)cc3)CC2)CC1. RXN SMILES: [Br:1][CH2:2][CH2:3][CH:4]1[CH2:5][CH2:6][CH:7]([c:10]2[cH:11][cH:12][c:13](-[c:16]3[cH:17][cH:18][c:19]([Cl:22])[cH:20][cH:21]3)[cH:14][cH:15]2)[CH2:8][CH2:9]1.[Br:35][CH:36]1[CH2:37][CH2:38][SiH:39]([CH2:42][CH2:43][CH3:44])[CH2:40][CH2:41]1.[CH2:47]1[O:48][CH2:49][CH2:50][CH2:51]1.[CH3:24][CH2:25][O:26][P:27]([O:28][CH2:29][CH3:30])([O:31][CH2:32][CH3:33])=[O:34].[Cu:45][I:46].[Mg:23]>>[CH2:2]([CH2:3][CH:4]1[CH2:5][CH2:6][CH:7]([c:10]2[cH:11][cH:12][c:13](-[c:16]3[cH:17][cH:18][c:19]([Cl:22])[cH:20][cH:21]3)[cH:14][cH:15]2)[CH2:8][CH2:9]1)[CH:36]1[CH2:37][CH2:38][SiH:39]([CH2:42][CH2:43][CH3:44])[CH2:40][CH2:41]1. Starting materials: Clc1ccc(-c2ccc(C3CCC(CCBr)CC3)cc2)cc1, CCC[SiH]1CCC(Br)CC1, C1CCOC1, CCOP(=O)(OCC)OCC, [Cu]I, [Mg]. Starting materials: C1(CC1)CO (cyclopropanemethanol), [H-].[Na+] (sodium hydride), ClC=1N=NC(=CC1)Cl (3,6-dichloropyridazine). Solvent: CS(=O)C (dimethylsulfoxide), CS(=O)C (dimethylsulfoxide). Reaction conditions: time 15 minute. Product: ClC=1N=NC(=CC1)OCC1CC1 (3-chloro-6-cyclopropylmethoxy-pyridazine). As a reaction SMILES: [CH:1]1([CH2:4][OH:5])[CH2:3][CH2:2]1.[H-].[Na+].[Cl:8][C:9]1[N:10]=[N:11][C:12](Cl)=[CH:13][CH:14]=1>CS(C)=O>[Cl:8][C:9]1[N:10]=[N:11][C:12]([O:5][CH2:4][CH:1]2[CH2:3][CH2:2]2)=[CH:13][CH:14]=1 |f:1.2|. Procedure: To a solution of 1.016 mL cyclopropanemethanol in 10 mL dimethylsulfoxide was added 0.564 g sodium hydride 55% in mineral oil and the mixture was stirred at room temperature for 15 min. The resulting solution was added drop wise to a solution of 2.0 g 3,6-dichloropyridazine in 20 mL dry dimethylsulfoxide at room temperature and stirred at this temperature for 1 h. The reaction mixture was partitioned between water and ethyl acetate, the phases were separated and the organic phase was purified by... The reactants are Brc1ccccn1, Cc1c(Br)cccc1Br, C1CCOC1. Product: Cc1c(Br)cccc1-c1ccccn1. RXN SMILES: [Br:10][c:11]1[n:12][cH:13][cH:14][cH:15][cH:16]1.[Br:1][c:2]1[c:3]([CH3:9])[c:4]([Br:8])[cH:5][cH:6][cH:7]1.[CH2:17]1[O:18][CH2:19][CH2:20][CH2:21]1>>[c:2]1(-[c:11]2[n:12][cH:13][cH:14][cH:15][cH:16]2)[c:3]([CH3:9])[c:4]([Br:8])[cH:5][cH:6][cH:7]1. Starting materials: C(CCC)[Sn](C1=NC=CC=N1)(CCCC)CCCC (2-(tributylstannyl)pyrimidine), C(CCC)[Li] (butyllithium), FC1=CC=C(C=C1)N1N=CC2=C1C=C1CCN(C[C@]1(C2)C=O)S(=O)(=O)C=2C=C(C=CC2)C ((R)-1-(4-fluorophenyl)-6-(m-tolylsulfonyl)-4,4a,5,6,7,8-hexahydro-1H-pyrazolo[3,4-g]isoquinoline-4a-carbaldehyde), O (Water). The solvent is O1CCCC1 (tetrahydrofuran), O1CCCC1 (tetrahydrofuran). Reaction conditions: temperature -78 celsius, time 1.5 hour. The product is FC1=CC=C(C=C1)N1N=CC2=C1C=C1CCN(CC1(C2)[C@@H](O)C2=NC=CC=N2)S(=O)(=O)C=2C=C(C=CC2)C ((R)-(1-(4-fluorophenyl)-6-(m-tolylsulfonyl)-4,4a,5,6,7,8-hexahydro-1H-pyrazolo[3,4-g]isoquinolin-4a-yl)(pyrimidin-2-yl)methanol). Yield: 31.8%. RXN SMILES: C([Sn](CCCC)(CCCC)[C:6]1[N:11]=[CH:10][CH:9]=[CH:8][N:7]=1)CCC.C([Li])CCC.[F:25][C:26]1[CH:31]=[CH:30][C:29]([N:32]2[C:36]3[CH:37]=[C:38]4[C@:43]([CH:45]=[O:46])([CH2:44][C:35]=3[CH:34]=[N:33]2)[CH2:42][N:41]([S:47]([C:50]2[CH:51]=[C:52]([CH3:56])[CH:53]=[CH:54][CH:55]=2)(=[O:49])=[O:48])[CH2:40][CH2:39]4)=[CH:28][CH:27]=1.O>O1CCCC1>[F:25][C:26]1[CH:31]=[CH:30][C:29]([N:32]2[C:36]3[CH:37]=[C:38]4[C:43]([C@H:45]([C:6]5[N:7]=[CH:8][CH:9]=[CH:10][N:11]=5)[OH:46])([CH2:44][C:35]=3[CH:34]=[N:33]2)[CH2:42][N:41]([S:47]([C:50]2[CH:51]=[C:52]([CH3:56])[CH:53]=[CH:54][CH:55]=2)(=[O:49])=[O:48])[CH2:40][CH2:39]4)=[CH:28][CH:27]=1. Reported procedure: To a stirred solution of 2-(tributylstannyl)pyrimidine (428 μl, 1.351 mmol) in dry tetrahydrofuran (5 mL) was added butyllithium (2.5 M in hexanes) (554 μl, 1.384 mmol) at −78° C. The reaction mixture was stirred at −78° C. for 1.5 hours. A solution of (R)-1-(4-fluorophenyl)-6-(m-tolylsulfonyl)-4,4a,5,6,7,8-hexahydro-1H-pyrazolo[3,4-g]isoquinoline-4a-carbaldehyde (200 mg, 0.443 mmol) in dry tetrahydrofuran (5 mL) was added dropwise and the reaction mixture was stirred for 1.5 hours at −78° C. Wa... Reactants: COc1ccc(C(=O)O)cc1Br, COC(=O)C1(N)Cc2ccccc2C1, [Cl-], ClCCl, Cl, O=S(Cl)Cl. Product: COC(=O)C1(NC(=O)c2ccc(OC)c(Br)c2)Cc2ccccc2C1. Reaction SMILES: [Br:1][c:2]1[cH:3][c:4]([C:5](=[O:6])[OH:7])[cH:8][cH:9][c:10]1[O:11][CH3:12].[CH3:14][O:15][C:16](=[O:17])[C:18]1([NH2:27])[CH2:19][c:20]2[cH:21][cH:22][cH:23][cH:24][c:25]2[CH2:26]1.[Cl-:28].[Cl:33][CH2:34][Cl:35].[ClH:13].[S:29]([Cl:30])([Cl:31])=[O:32]>>[Br:1][c:2]1[cH:3][c:4]([C:5](=[O:7])[NH:27][C:18]2([C:16]([O:15][CH3:14])=[O:17])[CH2:19][c:20]3[cH:21][cH:22][cH:23][cH:24][c:25]3[CH2:26]2)[cH:8][cH:9][c:10]1[O:11][CH3:12].